From a dataset of the Open Reaction Database (ORD), a public repository of structured organic reaction records. describe an organic reaction: reactants, conditions, products, and yield Reactants: COC1=CC=C(C=C1)C=1C=CC(=NC1C)N (5-(4-methoxyphenyl)-6-methylpyridin-2-amine), II (iodine), CCCCCON=O (n-amyl nitrite). Run in C(Cl)(Cl)Cl (chloroform). Conditions: temperature 82 celsius. Yields the product IC1=CC=C(C(=N1)C)C1=CC=C(C=C1)OC (6-iodo-3-(4-methoxyphenyl)-2-methylpyridine). RXN SMILES: [CH3:1][O:2][C:3]1[CH:8]=[CH:7][C:6]([C:9]2[CH:10]=[CH:11][C:12](N)=[N:13][C:14]=2[CH3:15])=[CH:5][CH:4]=1.[I:17]I.CCCCCON=O>C(Cl)(Cl)Cl>[I:17][C:12]1[N:13]=[C:14]([CH3:15])[C:9]([C:6]2[CH:7]=[CH:8][C:3]([O:2][CH3:1])=[CH:4][CH:5]=2)=[CH:10][CH:11]=1. Reported procedure: 5-(4-methoxyphenyl)-6-methylpyridin-2-amine (500 mg, 2.33 mmol) and iodine (710 mg, 2.8 mmol) were stirred in chloroform (10 mL) at room temperature for 12 minutes followed by addition of n-amyl nitrite (545.9 mg, 4.66 mmol). The resulting mixture was heated in a 82° C. oil bath for 1.5 hours to finish the transformation. The reaction was quenched by addition of saturated NaS2O3 aqueous solution. The reaction mixture was extracted with dichloromethane. The combined organic extracts were dried ov... The reactants are [BH4-], CCCCC(=O)CCN(C)Cc1ccccc1, CO, [Na+]. Product: CCCCC(O)CCN(C)Cc1ccccc1. RXN SMILES: [BH4-:1].[CH2:3]([c:4]1[cH:5][cH:6][cH:7][cH:8][cH:9]1)[N:10]([CH2:11][CH2:12][C:13]([CH2:14][CH2:15][CH2:16][CH3:17])=[O:18])[CH3:19].[CH3:20][OH:21].[Na+:2]>>[CH2:3]([c:4]1[cH:5][cH:6][cH:7][cH:8][cH:9]1)[N:10]([CH2:11][CH2:12][CH:13]([CH2:14][CH2:15][CH2:16][CH3:17])[OH:18])[CH3:19]. Product: Cc1nc(C)c(C(=O)O)s1, [Cl-]. The reactants are CN(C)C=O, Cc1nc(C)c(C(=O)O)s1, Cc1ccccc1, O=C(Cl)Cl. RXN SMILES: [CH3:11][N:12]([CH3:13])[CH:14]=[O:15].[CH3:1][c:2]1[s:3][c:4]([C:8](=[O:9])[OH:10])[c:5]([CH3:7])[n:6]1.[CH3:20][c:21]1[cH:22][cH:23][cH:24][cH:25][cH:26]1.[Cl:16][C:17](=[O:18])[Cl:19]>>[CH3:1][c:2]1[s:3][c:4]([C:8](=[O:9])[OH:10])[c:5]([CH3:7])[n:6]1.[Cl-:16]. Procedure details: 3-[3-[3-[1-Piperidinylmethyl]phenoxy]propanamine (2.48 g) and N-cyano-1-methyl-2-(phenylmethylene) hydrazine carboximidothioic acid, methyl ester (2.32 g) were heated at 70° under water-pump vacuum for 4 hr. Acetone was added and the solution was treated with dilute hydrochloric acid for 1 hr, washed with ether, basified and extracted with ethyl acetate. Evaporation of the ethyl acetate extracts fgave an oil which crystallised from toluene/ether to give the title compound as a white solid (0.98 ... Solvent: CC(=O)C (Acetone). Reaction SMILES: [N:1]1([CH2:7][C:8]2[CH:9]=[C:10]([CH:16]=[CH:17][CH:18]=2)[O:11][CH2:12][CH2:13][CH2:14][NH2:15])[CH2:6][CH2:5][CH2:4][CH2:3][CH2:2]1.[C:19]([N:21]=[C:22]([N:25]([CH3:34])[N:26]=CC1C=CC=CC=1)SC)#[N:20].Cl>CC(C)=O>[CH3:34][N:25]1[C:22]([NH:15][CH2:14][CH2:13][CH2:12][O:11][C:10]2[CH:16]=[CH:17][CH:18]=[C:8]([CH2:7][N:1]3[CH2:6][CH2:5][CH2:4][CH2:3][CH2:2]3)[CH:9]=2)=[N:21][C:19]([NH2:20])=[N:26]1. Reactants: N1(CCCCC1)CC=1C=C(OCCCN)C=CC1 (3-[3-[1-Piperidinylmethyl]phenoxy]propanamine), C(#N)N=C(SC)N(N=CC1=CC=CC=C1)C (N-cyano-1-methyl-2-(phenylmethylene) hydrazine carboximidothioic acid, methyl ester), Cl (hydrochloric acid). Isolated yield 28.5%. The product is CN1N=C(N=C1NCCCOC1=CC(=CC=C1)CN1CCCCC1)N (1-Methyl-N5 -[3-[3-[1-piperidinylmethyl]phenoxy]propyl]-1H-1,2,4-triazole-3,5-diamine). The reactants are CC#CCOc1ccc(S(=O)(=O)N2CCN(Cc3ccccc3)CCC2C(=O)OC(C)(C)C)cc1, O=C(O)C(F)(F)F. Yields the product CC#CCOc1ccc(S(=O)(=O)N2CCN(Cc3ccccc3)CCC2C(=O)O)cc1. Reaction SMILES: [CH2:1]([c:2]1[cH:3][cH:4][cH:5][cH:6][cH:7]1)[N:8]1[CH2:9][CH2:10][N:11]([S:22](=[O:23])(=[O:24])[c:25]2[cH:26][cH:27][c:28]([O:31][CH2:32][C:33]#[C:34][CH3:35])[cH:29][cH:30]2)[CH:12]([C:15](=[O:16])[O:17][C:18]([CH3:19])([CH3:20])[CH3:21])[CH2:13][CH2:14]1.[OH:36][C:37]([C:38]([F:39])([F:40])[F:41])=[O:42]>>[CH2:1]([c:2]1[cH:3][cH:4][cH:5][cH:6][cH:7]1)[N:8]1[CH2:9][CH2:10][N:11]([S:22](=[O:23])(=[O:24])[c:25]2[cH:26][cH:27][c:28]([O:31][CH2:32][C:33]#[C:34][CH3:35])[cH:29][cH:30]2)[CH:12]([C:15](=[O:16])[OH:17])[CH2:13][CH2:14]1.